From a dataset of the Open Reaction Database (ORD), a public repository of structured organic reaction records. describe an organic reaction: reactants, conditions, products, and yield The product is N1N=CC2=CC=C(C=C12)\C=C/1\C(NC=2C1=NC(=CC2)Cl)=O ((E)-3-((1H-indazol-6-yl)methylene)-5-chloro-1H-pyrrolo[3,2-b]pyridin-2(3H)-one). Starting materials: ClC1=CC=C2C(=N1)CC(N2)=O (5-chloro-1H-pyrrolo[3,2-b]pyridin-2(3H)-one), N1N=CC2=CC=C(C=C12)C=O (1H-indazole-6-carbaldehyde). Procedure details: The title compound (40 mg, 67%) was synthesized as an orange solid according to the method described for Example A67 (oil temp 75° C., reflux 30 min) using 5-chloro-1H-pyrrolo[3,2-b]pyridin-2(3H)-one (33.7 mg, 0.2 mmol) and 1H-indazole-6-carbaldehyde (29.2 mg, 0.2 mmol). 1H NMR (400 MHz, DMSO-d6) δ 13.56 (s, 1H), 10.90 (s, 1H), 8.93 (s, 1H), 8.37 (d, J=8.4 Hz, 1H), 8.17 (s, 1H), 7.93 (s, 1H), 7.89 (d, J=8.4 Hz, 1H), 7.39 (d, J=8.4 Hz, 1H), 7.35 (d, J=8.0 Hz, 1H); MS ESI 297.0 [M+H]+, calcd for [... Isolated yield 67.4%. As a reaction SMILES: [Cl:1][C:2]1[N:7]=[C:6]2[CH2:8][C:9](=[O:11])[NH:10][C:5]2=[CH:4][CH:3]=1.[NH:12]1[C:20]2[C:15](=[CH:16][CH:17]=[C:18]([CH:21]=O)[CH:19]=2)[CH:14]=[N:13]1>>[NH:12]1[C:20]2[C:15](=[CH:16][CH:17]=[C:18](/[CH:21]=[C:8]3/[C:9](=[O:11])[NH:10][C:5]4[C:6]/3=[N:7][C:2]([Cl:1])=[CH:3][CH:4]=4)[CH:19]=2)[CH:14]=[N:13]1. The reactants are FC=1C=CC(=C(N(C=O)C)C1)C(CS(=O)C)=O (5'-fluoro-N-methyl-2'-methylsulphinylacetylformanilide). Run in COCCO (2-methoxyethanol). The product is FC1=CC=C2C(C(=CN(C2=C1)C)S(=O)C)=O (7-fluoro-1-methyl-3-methylsulphinyl-4-quinolone). As a reaction SMILES: [F:1][C:2]1[CH:3]=[CH:4][C:5]([C:12](=[O:17])[CH2:13][S:14]([CH3:16])=[O:15])=[C:6]([CH:11]=1)[N:7]([CH3:10])[CH:8]=O>COCCO>[F:1][C:2]1[CH:11]=[C:6]2[C:5]([C:12](=[O:17])[C:13]([S:14]([CH3:16])=[O:15])=[CH:8][N:7]2[CH3:10])=[CH:4][CH:3]=1. Reported procedure: A solution of 5'-fluoro-N-methyl-2'-methylsulphinylacetylformanilide (0.77 g) in 2-methoxyethanol (25 ml) was heated to reflux over 20 minutes. After heating under reflux at 128° for 45 minutes the mixture was evaporated in vacuo to give 7-fluoro-1-methyl-3-methylsulphinyl-4-quinolone, m.p.225.5°-227° (0.69 g). Reactants: FC1=C(N)C=C(C(=C1)C=1N=C(C2=C(N1)CN(CC2)C)N2[C@H](COCC2)C)F ((S)-2,5-difluoro-4-(7-methyl-4-(3-methylmorpholino)-5,6,7,8-tetrahydropyrido[3,4-d]pyrimidin-2-yl)aniline), C(C)N=C=O (ethyl isocyanate). Product: FC1=C(C=C(C(=C1)C=1N=C(C2=C(N1)CN(CC2)C)N2[C@H](COCC2)C)F)NC(=O)NCC ((S)-1-(2,5-difluoro-4-(7-methyl-4-(3-methylmorpholino)-5,6,7,8-tetrahydropyrido[3,4-d]pyrimidin-2-yl)phenyl)-3-ethylurea). Isolated yield 11.0%. As a reaction SMILES: [F:1][C:2]1[CH:8]=[C:7]([C:9]2[N:10]=[C:11]([N:20]3[CH2:25][CH2:24][O:23][CH2:22][C@@H:21]3[CH3:26])[C:12]3[CH2:18][CH2:17][N:16]([CH3:19])[CH2:15][C:13]=3[N:14]=2)[C:6]([F:27])=[CH:5][C:3]=1[NH2:4].[CH2:28]([N:30]=[C:31]=[O:32])[CH3:29]>>[F:1][C:2]1[CH:8]=[C:7]([C:9]2[N:10]=[C:11]([N:20]3[CH2:25][CH2:24][O:23][CH2:22][C@@H:21]3[CH3:26])[C:12]3[CH2:18][CH2:17][N:16]([CH3:19])[CH2:15][C:13]=3[N:14]=2)[C:6]([F:27])=[CH:5][C:3]=1[NH:4][C:31]([NH:30][CH2:28][CH3:29])=[O:32]. Reported procedure: Method as example 85 using (S)-2,5-difluoro-4-(7-methyl-4-(3-methylmorpholino)-5,6,7,8-tetrahydropyrido[3,4-d]pyrimidin-2-yl)aniline and ethyl isocyanate as starting material. The solvent was removed in vacuo and purified twice by flash chromatography using 0-20% DCM/MeOH as eluent yielding the title compound (6.2 mg, 0.013 mmol, 11%). Starting materials: C1(=CC=CC=C1)P(C1=CC=CC=C1)C1=CC=CC=C1 (Triphenylphosphine), N(=NC(=O)OC(C)C)C(=O)OC(C)C (diisopropyl azodicarboxylate), OC1=C(C=C2C(=NC=NC2=C1)OC=1C=C2C=C(NC2=CC1)C)OC (7-hydroxy-6-methoxy-4-(2-methylindol-5-yloxy)quinazoline), CN(CCO)C (N,N-dimethylethanolamine). Solvent: C(Cl)Cl (methylene chloride), C(Cl)Cl (methylene chloride). Conditions: time 2 hour. Product: CN(C)CCOC1=C(C=C2C(=NC=NC2=C1)OC=1C=C2C=C(NC2=CC1)C)OC (7-(2-(N,N-dimethylamino)ethoxy)-6-methoxy-4-(2-methylindol-5-yloxy)quinazoline). Yield: 37.9%. Reaction SMILES: C1(P(C2C=CC=CC=2)C2C=CC=CC=2)C=CC=CC=1.N(C(OC(C)C)=O)=NC(OC(C)C)=O.[OH:34][C:35]1[CH:44]=[C:43]2[C:38]([C:39]([O:45][C:46]3[CH:47]=[C:48]4[C:52](=[CH:53][CH:54]=3)[NH:51][C:50]([CH3:55])=[CH:49]4)=[N:40][CH:41]=[N:42]2)=[CH:37][C:36]=1[O:56][CH3:57].[CH3:58][N:59]([CH3:63])[CH2:60][CH2:61]O>C(Cl)Cl>[CH3:58][N:59]([CH2:60][CH2:61][O:34][C:35]1[CH:44]=[C:43]2[C:38]([C:39]([O:45][C:46]3[CH:47]=[C:48]4[C:52](=[CH:53][CH:54]=3)[NH:51][C:50]([CH3:55])=[CH:49]4)=[N:40][CH:41]=[N:42]2)=[CH:37][C:36]=1[O:56][CH3:57])[CH3:63]. Procedure details: 0.5M Triphenylphosphine in methylene chloride and diisopropyl azodicarboxylate (150 μl, 0.75 mmol) were added in portions to a suspension of 7-hydroxy-6-methoxy-4-(2-methylindol-5-yloxy)quinazoline (112 mg, 0.35 mmol), (prepared as described in Example 49), and N,N-dimethylethanolamine (62 mg, 0.7 mmol) in methylene chloride (2 ml). After stirring for 2 hours at ambient temperature, the reaction mixture was poured onto an Isolute® column (10 g of silica) and eluted with ethyl acetate/methylene c...